This data is from the Open Reaction Database (ORD), a public repository of structured organic reaction records. The task is: describe an organic reaction: reactants, conditions, products, and yield Run in CO (CH3OH). As a reaction SMILES: [CH3:1][C:2]1([CH3:26])[CH2:6][CH2:5][C:4]([CH3:8])([CH3:7])[CH:3]1[O:9][C:10](=[O:25])[C:11]([NH:14]C(OCC1C=CC=CC=1)=O)([CH3:13])[CH3:12]>CO.[Pd]>[CH3:1][C:2]1([CH3:26])[CH2:6][CH2:5][C:4]([CH3:7])([CH3:8])[CH:3]1[O:9][C:10](=[O:25])[C:11]([NH2:14])([CH3:13])[CH3:12]. Yields the product CC1(C(C(CC1)(C)C)OC(C(C)(C)N)=O)C (2-aminoisobutyric acid 2,2,5,5-tetramethylcyclopentyl ester). The reactants are CC1(C(C(CC1)(C)C)OC(C(C)(C)NC(=O)OCC1=CC=CC=C1)=O)C (N-Cbz-2-aminoisobutyric acid 2,2,5,5-tetramethylcyclopentyl ester). The reagents and catalysts are [Pd] (Pd/C). Procedure details: N-Cbz-2-aminoisobutyric acid 2,2,5,5-tetramethylcyclopentyl ester is dissolved in CH3OH and hydrogenated over 10% Pd/C in a Paar hydrogenation apparatus. When the reaction is complete the mixture is filtered through Celite and concentrated to yield 2-aminoisobutyric acid 2,2,5,5-tetramethylcyclopentyl ester (600 mg). Starting materials: NC1=NC(=CC(=N1)N1CCC2(C[C@H](N(C2)C(=O)OCC2=CC=CC=C2)C(=O)OCC)CC1)O[C@@H](C(F)(F)F)C1=C(C=C(C=C1)Br)N1CCN(CC1)C(=O)OCC1=CC=CC=C1 ((S)-2-benzyl 3-ethyl 8-(2-amino-6-((R)-1-(2-(4-((benzyloxy)carbonyl)piperazin-1-yl)-4-bromophenyl)-2,2,2-trifluoroethoxy)pyrimidin-4-yl)-2,8-diazaspiro[4.5]decane-2,3-dicarboxylate), intermediate, C(C)(C)OC1=CC=C(C=C1)B(O)O ((4-isopropoxyphenyl)boronic acid). The product is NC1=NC(=CC(=N1)N1CCC2(C[C@H](NC2)C(=O)O)CC1)O[C@@H](C(F)(F)F)C1=C(C=C(C=C1)C1=CC=C(C=C1)OC(C)C)N1CCNCC1 ((S)-8-(2-amino-6-((R)-2,2,2-trifluoro-1-(4′-isopropoxy-3-(piperazin-1-yl)-[1,1′-biphenyl]-4-yl)ethoxy)pyrimidin-4-yl)-2,8-diazaspiro[4.5]decane-3-carboxylic acid). RXN SMILES: [NH2:1][C:2]1[N:7]=[C:6]([N:8]2[CH2:32][CH2:31][C:11]3([CH2:15][N:14](C(OCC4C=CC=CC=4)=O)[C@H:13]([C:26]([O:28]CC)=[O:27])[CH2:12]3)[CH2:10][CH2:9]2)[CH:5]=[C:4]([O:33][C@H:34]([C:39]2[CH:44]=[CH:43][C:42](Br)=[CH:41][C:40]=2[N:46]2[CH2:51][CH2:50][N:49](C(OCC3C=CC=CC=3)=O)[CH2:48][CH2:47]2)[C:35]([F:38])([F:37])[F:36])[N:3]=1.[CH:62]([O:65][C:66]1[CH:71]=[CH:70][C:69](B(O)O)=[CH:68][CH:67]=1)([CH3:64])[CH3:63]>>[NH2:1][C:2]1[N:7]=[C:6]([N:8]2[CH2:32][CH2:31][C:11]3([CH2:15][NH:14][C@H:13]([C:26]([OH:28])=[O:27])[CH2:12]3)[CH2:10][CH2:9]2)[CH:5]=[C:4]([O:33][C@H:34]([C:39]2[CH:44]=[CH:43][C:42]([C:69]3[CH:70]=[CH:71][C:66]([O:65][CH:62]([CH3:64])[CH3:63])=[CH:67][CH:68]=3)=[CH:41][C:40]=2[N:46]2[CH2:51][CH2:50][NH:49][CH2:48][CH2:47]2)[C:35]([F:38])([F:36])[F:37])[N:3]=1. Procedure: The title compound was prepared starting with (S)-2-benzyl 3-ethyl 8-(2-amino-6-((R)-1-(2-(4-((benzyloxy)carbonyl)piperazin-1-yl)-4-bromophenyl)-2,2,2-trifluoroethoxy)pyrimidin-4-yl)-2,8-diazaspiro[4.5]decane-2,3-dicarboxylate (intermediate from Step 8, Example 36d] via a Suzuki coupling with (4-isopropoxyphenyl)boronic acid as described for example 54b. Conditions: temperature 0 celsius, time 30 minute. Run in C(C)#N (acetonitrile). Product: CNC(C(=NOC)C1=C(C=CC=C1)OC1=NC=NC(=C1F)F)=O (N-Methyl-2-[2-(5,6-difluoro-pyrimidin-4-yloxy)-phenyl]-2-methoxyiminoacetamide). The reactants are CNC(C(=NOC)C1=C(C=CC=C1)O)=O (N-methyl-2-(2-hydroxyphenyl)-2-methoxyiminoacetamide), C([O-])([O-])=O.[K+].[K+] (potassium carbonate), FC1=NC=NC(=C1F)F (4,5,6-trifluoropyrimidine). RXN SMILES: [CH3:1][NH:2][C:3](=[O:15])[C:4]([C:8]1[CH:13]=[CH:12][CH:11]=[CH:10][C:9]=1[OH:14])=[N:5][O:6][CH3:7].C(=O)([O-])[O-].[K+].[K+].[F:22][C:23]1[C:28]([F:29])=[C:27](F)[N:26]=[CH:25][N:24]=1>C(#N)C>[CH3:1][NH:2][C:3](=[O:15])[C:4]([C:8]1[CH:13]=[CH:12][CH:11]=[CH:10][C:9]=1[O:14][C:27]1[C:28]([F:29])=[C:23]([F:22])[N:24]=[CH:25][N:26]=1)=[N:5][O:6][CH3:7] |f:1.2.3|. Procedure details: 6 g (0.0280 mol) of N-methyl-2-(2-hydroxyphenyl)-2-methoxyiminoacetamide (Example I-1g from process step 1; HPLC: 43.7% N-methyl-E-2-(2-hydroxyphenyl)-2-methoxyimino-acetamide of log p=0.98 and 53.5% N-methyl-Z-2-(2-hydroxyphenyl)-2-methoxyiminoacetamide of log p=1.29) are dissolved in 80 ml of acetonitrile. The solution is cooled to 0° C., 4.7 g (0.034 mol) of potassium carbonate are added and the mixture is stirred for another 30 minutes. 3.8 g (0.0283 mol) of 4,5,6-trifluoropyrimidine are the... Starting materials: C(CCCCCCC\C=C\CCCCCCCC)(=O)O (elaidic acid), S1C(NCC1)=S (1,3-thiazolidine-2-thione), C1CCC(CC1)N=C=NC2CCCCC2 (DCC), C(Cl)(Cl)(Cl)Cl.C(Cl)(Cl)Cl (carbon tetrachloride chloroform). The reagents and catalysts are CN(C)C=1C=CN=CC1 (DMAP), C1CCC(CC1)N=C=NC2CCCCC2 (DCC). Run at temperature 0 celsius, time 1 hour. The product is C(CCCCCCC\C=C\CCCCCCCC)(=O)N1C(SCC1)=S (3-Elaidoyl-1,3-thiazolidine-2-thione). Yield: 94.0%. Reaction SMILES: [C:1]([OH:20])(=O)[CH2:2][CH2:3][CH2:4][CH2:5][CH2:6][CH2:7][CH2:8]/[CH:9]=[CH:10]/[CH2:11][CH2:12][CH2:13][CH2:14][CH2:15][CH2:16][CH2:17][CH3:18].[S:21]1[CH2:25][CH2:24][NH:23][C:22]1=[S:26].C1CCC(N=C=NC2CCCCC2)CC1.C(Cl)(Cl)(Cl)Cl.C(Cl)(Cl)Cl>CN(C1C=CN=CC=1)C.C1CCC(N=C=NC2CCCCC2)CC1>[C:1]([N:23]1[CH2:24][CH2:25][S:21][C:22]1=[S:26])(=[O:20])[CH2:2][CH2:3][CH2:4][CH2:5][CH2:6][CH2:7][CH2:8]/[CH:9]=[CH:10]/[CH2:11][CH2:12][CH2:13][CH2:14][CH2:15][CH2:16][CH2:17][CH3:18] |f:3.4|. Reported procedure: A mixture of elaidic acid (2.0 g, 7.1 mmol), DMAP (86 mg, 0.7 mmol), 1,3-thiazolidine-2-thione (1.0 g, 8.4 mmol) and DCC (1.7 g, 8.2 mmol) in dichloromnethane (20 ml) was stirred under N2 at 0° C. for 1 hour and then at ambient temperature for another 5 hours. Additional DCC (41 mg, 0.2 mmol) was added, andthe reaction was stirred at the same temperature for 2 hours. Work up followed by flash chromatography (SiO2; carbon tetrachloride-chloroform 1:0, 1:1, 0:1) gave 2.56 g (94%) of the title comp... The reactants are Cl (HCl), ClC=1C(=C(C=CC1)[C@H]1[C@@H](N[C@H]([C@]1(C#N)C1=C(C=C(C=C1)Cl)F)CC(C)(C)C)C(=O)NC=1C=CC2=C(N=C(O2)C(=O)OC)C1)F (methyl 5-((2R,3S,4R,5S)-3-(3-chloro-2-fluorophenyl)-4-(4-chloro-2-fluorophenyl)-4-cyano-5-neopentylpyrrolidine-2-carboxamido)benzo[d]oxazole-2-carboxylate), O.[OH-].[Li+] (LITHIUM HYDROXIDE MONOHYDRATE). Run in C1CCOC1 (THF), O (water). Reaction conditions: time 4.5 hour. Product: ClC=1C(=C(C=CC1)[C@H]1[C@@H](N[C@H]([C@]1(C#N)C1=C(C=C(C=C1)Cl)F)CC(C)(C)C)C(=O)NC=1C=CC2=C(N=C(O2)C(=O)O)C1)F (5-((2R,3S,4R,5S)-3-(3-chloro-2-fluorophenyl)-4-(4-chloro-2-fluorophenyl)-4-cyano-5-neopentylpyrrolidine-2-carboxamido)benzo[d]oxazole-2-carboxylic acid). Yield: 12.4%. As a reaction SMILES: [Cl:1][C:2]1[C:3]([F:44])=[C:4]([C@@H:8]2[C@:12]([C:15]3[CH:20]=[CH:19][C:18]([Cl:21])=[CH:17][C:16]=3[F:22])([C:13]#[N:14])[C@H:11]([CH2:23][C:24]([CH3:27])([CH3:26])[CH3:25])[NH:10][C@H:9]2[C:28]([NH:30][C:31]2[CH:32]=[CH:33][C:34]3[O:38][C:37]([C:39]([O:41]C)=[O:40])=[N:36][C:35]=3[CH:43]=2)=[O:29])[CH:5]=[CH:6][CH:7]=1.O.[OH-].[Li+].Cl>C1COCC1.O>[Cl:1][C:2]1[C:3]([F:44])=[C:4]([C@@H:8]2[C@:12]([C:15]3[CH:20]=[CH:19][C:18]([Cl:21])=[CH:17][C:16]=3[F:22])([C:13]#[N:14])[C@H:11]([CH2:23][C:24]([CH3:27])([CH3:25])[CH3:26])[NH:10][C@H:9]2[C:28]([NH:30][C:31]2[CH:32]=[CH:33][C:34]3[O:38][C:37]([C:39]([OH:41])=[O:40])=[N:36][C:35]=3[CH:43]=2)=[O:29])[CH:5]=[CH:6][CH:7]=1 |f:1.2.3|. Reported procedure: A solution of chiral methyl 5-((2R,3S,4R,5S)-3-(3-chloro-2-fluorophenyl)-4-(4-chloro-2-fluorophenyl)-4-cyano-5-neopentylpyrrolidine-2-carboxamido)benzo[d]oxazole-2-carboxylate (64.5 mg, 0.101 mμmol) in THF (5 ml) was reacted with LITHIUM HYDROXIDE MONOHYDRATE (17.1 mg, 0.407 mmol) in water (2.5 ml) and stirred at rt for 4.5 hrs. The reaction mixture was treated with 1 N HCl (pH 5-6) and extracted with ethyl acetate. The organic extracts were washed with water, brine, dried with sodium sulfate, f... Reactants: N(N)C1=NC2=C(C(=NC1)C1=CC=CC=C1)C=C(C=C2)[N+](=O)[O-] (2-Hydrazino-7-nitro-5-phenyl-3H-1,4-benzodiazepine), NC1=NC2=C(C(=NC1)C1=CC=CC=C1)C=C(C=C2)[N+](=O)[O-] (2-amino-7-nitro-5-phenyl-3H-1,4-benzodiazepine), 10, C1(=CC=C(C=C1)S(=O)(=O)O)C (p-toluenesulfonic acid). Solvent: 20, C(OCC)([O-])[O-] (ethyl orthoformate), C(Cl)(Cl)Cl (chloroform). Reaction conditions: time 1 hour. The product is [N+](=O)([O-])C=1C=CC2=C(C(=NCC=3N2C=NN3)C3=CC=CC=C3)C1 (8-nitro-6-phenyl-4H-s-triazolo [4,3-a][1,4] benzodiazepine). RXN SMILES: [NH:1]([C:3]1[CH2:9][N:8]=[C:7]([C:10]2[CH:15]=[CH:14][CH:13]=[CH:12][CH:11]=2)[C:6]2[CH:16]=[C:17]([N+:20]([O-:22])=[O:21])[CH:18]=[CH:19][C:5]=2[N:4]=1)[NH2:2].N[C:24]1CN=C(C2C=CC=CC=2)C2C=C([N+]([O-])=O)C=CC=2N=1.C1(C)C=CC(S(O)(=O)=O)=CC=1>C([O-])([O-])OCC.C(Cl)(Cl)Cl>[N+:20]([C:17]1[CH:18]=[CH:19][C:5]2[N:4]3[CH:24]=[N:2][N:1]=[C:3]3[CH2:9][N:8]=[C:7]([C:10]3[CH:11]=[CH:12][CH:13]=[CH:14][CH:15]=3)[C:6]=2[CH:16]=1)([O-:22])=[O:21]. Reported procedure: 2-Hydrazino-7-nitro-5-phenyl-3H-1,4-benzodiazepine prepared from 5.6 parts of 2-amino-7-nitro-5-phenyl-3H-1,4-benzodiazepine in a similar manner to Example 7, is dissolved in a mixture of 20 parts by volume of ethyl orthoformate and 100 parts by volume of chloroform, followed by the addition of 10 parts of p-toluenesulfonic acid. The whole mixture is left standing at room temperature for 1 hour with occasional shaking. After completion of the reaction, the solution is washed with a saturated aqu... The reactants are CC(C)(C)OC(=O)N1CC(O)C1, C1CCOC1, CCOC(=O)N=NC(=O)OCC, Oc1cccnc1, c1ccc(P(c2ccccc2)c2ccccc2)cc1. Product: CC(C)(C)OC(=O)N1CC(Oc2cccnc2)C1. As a reaction SMILES: [C:32](=[O:33])([O:34][C:35]([CH3:36])([CH3:37])[CH3:38])[N:39]1[CH2:40][CH:41]([OH:43])[CH2:42]1.[CH2:51]1[O:52][CH2:53][CH2:54][CH2:55]1.[O:20]=[C:21]([O:22][CH2:23][CH3:24])[N:25]=[N:26][C:27]([O:28][CH2:29][CH3:30])=[O:31].[OH:44][c:45]1[cH:46][n:47][cH:48][cH:49][cH:50]1.[c:1]1([P:2]([c:3]2[cH:4][cH:5][cH:6][cH:7][cH:8]2)[c:9]2[cH:10][cH:11][cH:12][cH:13][cH:14]2)[cH:15][cH:16][cH:17][cH:18][cH:19]1>>[C:32](=[O:33])([O:34][C:35]([CH3:36])([CH3:37])[CH3:38])[N:39]1[CH2:40][CH:41]([O:43][c:45]2[cH:46][n:47][cH:48][cH:49][cH:50]2)[CH2:42]1.